From a dataset of the Open Reaction Database (ORD), a public repository of structured organic reaction records. describe an organic reaction: reactants, conditions, products, and yield The product is C(C1=CC=CC=C1)OC1=C2CCCC(C2=CC=C1)C(=O)N(CC=1C=NN(C1)CC1=CC=C(C=C1)C)C=1C=NC(=CC1)C(C)C (5-benzyloxy-N-(6-isopropylpyridin-3-yl)-N-({1-[(4-methylphenyl)methyl]pyrazol-4-yl}methyl)-1,2,3,4-tetrahydronaphthalene-1-carboxamide). Reported procedure: By the reaction and treatment in the same manner as in Example 271 using 5-benzyloxy-N-(6-isopropylpyridin-3-yl)-N-[(pyrazol-4-yl)methyl]-1,2,3,4-tetrahydronaphthalene-1-carboxamide hydrochloride (0.78 g) and 4-methylbenzyl chloride (0.42 g) as starting materials, 5-benzyloxy-N-(6-isopropylpyridin-3-yl)-N-({1-[(4-methylphenyl)methyl]pyrazol-4-yl}methyl)-1,2,3,4-tetrahydronaphthalene-1-carboxamide (0.66 g) was obtained. The yield is 74.8%. Reaction SMILES: Cl.[CH2:2]([O:9][C:10]1[CH:19]=[CH:18][CH:17]=[C:16]2[C:11]=1[CH2:12][CH2:13][CH2:14][CH:15]2[C:20]([N:22]([C:29]1[CH:30]=[N:31][C:32]([CH:35]([CH3:37])[CH3:36])=[CH:33][CH:34]=1)[CH2:23][C:24]1[CH:25]=[N:26][NH:27][CH:28]=1)=[O:21])[C:3]1[CH:8]=[CH:7][CH:6]=[CH:5][CH:4]=1.[CH3:38][C:39]1[CH:46]=[CH:45][C:42]([CH2:43]Cl)=[CH:41][CH:40]=1>>[CH2:2]([O:9][C:10]1[CH:19]=[CH:18][CH:17]=[C:16]2[C:11]=1[CH2:12][CH2:13][CH2:14][CH:15]2[C:20]([N:22]([C:29]1[CH:30]=[N:31][C:32]([CH:35]([CH3:37])[CH3:36])=[CH:33][CH:34]=1)[CH2:23][C:24]1[CH:25]=[N:26][N:27]([CH2:38][C:39]2[CH:46]=[CH:45][C:42]([CH3:43])=[CH:41][CH:40]=2)[CH:28]=1)=[O:21])[C:3]1[CH:8]=[CH:7][CH:6]=[CH:5][CH:4]=1 |f:0.1|. The reactants are Cl.C(C1=CC=CC=C1)OC1=C2CCCC(C2=CC=C1)C(=O)N(CC=1C=NNC1)C=1C=NC(=CC1)C(C)C (5-benzyloxy-N-(6-isopropylpyridin-3-yl)-N-[(pyrazol-4-yl)methyl]-1,2,3,4-tetrahydronaphthalene-1-carboxamide hydrochloride), CC1=CC=C(CCl)C=C1 (4-methylbenzyl chloride).